This data is from the Open Reaction Database (ORD), a public repository of structured organic reaction records. The task is: describe an organic reaction: reactants, conditions, products, and yield The reactants are CC(=O)O, CC(C)N, ClCCCl, O=C1CC=C(c2c[nH]c3cc([N+](=O)[O-])ccc23)CC1, [Na+], [OH-]. The product is CC(C)NC1CC=C(c2c[nH]c3cc([N+](=O)[O-])ccc23)CC1. Reaction SMILES: [C:20]([OH:21])(=[O:22])[CH3:23].[CH:24]([CH3:25])([CH3:26])[NH2:27].[Cl:30][CH2:31][CH2:32][Cl:33].[N+:1](=[O:2])([O-:3])[c:4]1[cH:5][cH:6][c:7]2[c:8]([C:13]3=[CH:14][CH2:15][C:16](=[O:19])[CH2:17][CH2:18]3)[cH:9][nH:10][c:11]2[cH:12]1.[Na+:29].[OH-:28]>>[N+:1](=[O:2])([O-:3])[c:4]1[cH:5][cH:6][c:7]2[c:8]([C:13]3=[CH:14][CH2:15][CH:16]([NH:27][CH:24]([CH3:25])[CH3:26])[CH2:17][CH2:18]3)[cH:9][nH:10][c:11]2[cH:12]1.